This data is from the Open Reaction Database (ORD), a public repository of structured organic reaction records. The task is: describe an organic reaction: reactants, conditions, products, and yield Reactants: O=C([O-])[O-], O=C(NOCc1ccccc1)C1CCCCN1S(=O)(=O)N1CCC(c2c[nH]c3ccc(F)cc23)CC1, CN(C)C=O, CCOC(C)=O, CI, [K+], [K+]. Yields the product CN(OCc1ccccc1)C(=O)C1CCCCN1S(=O)(=O)N1CCC(c2c[nH]c3ccc(F)cc23)CC1. RXN SMILES: [C:1](=[O:2])([O-:3])[O-:4].[CH2:9]([c:10]1[cH:11][cH:12][cH:13][cH:14][cH:15]1)[O:16][NH:17][C:18](=[O:19])[CH:20]1[N:21]([S:26](=[O:27])(=[O:28])[N:29]2[CH2:30][CH2:31][CH:32]([c:35]3[cH:36][nH:37][c:38]4[cH:39][cH:40][c:41]([F:44])[cH:42][c:43]34)[CH2:33][CH2:34]2)[CH2:22][CH2:23][CH2:24][CH2:25]1.[CH3:45][N:46]([CH3:47])[CH:48]=[O:49].[CH3:50][CH2:51][O:52][C:53](=[O:54])[CH3:55].[I:7][CH3:8].[K+:5].[K+:6]>>[CH3:1][N:17]([O:16][CH2:9][c:10]1[cH:11][cH:12][cH:13][cH:14][cH:15]1)[C:18](=[O:19])[CH:20]1[N:21]([S:26](=[O:27])(=[O:28])[N:29]2[CH2:30][CH2:31][CH:32]([c:35]3[cH:36][nH:37][c:38]4[cH:39][cH:40][c:41]([F:44])[cH:42][c:43]34)[CH2:33][CH2:34]2)[CH2:22][CH2:23][CH2:24][CH2:25]1.